This data is from the Open Reaction Database (ORD), a public repository of structured organic reaction records. The task is: describe an organic reaction: reactants, conditions, products, and yield The reactants are NCCCSC1=CC=NC=C1 (4-(3-aminopropylthio)pyridine), S1C=C(C=C1)C(=O)O (thiophene-3-carboxylic acid), ON1C(CCC1=O)=O (N-hydroxysuccinimide), Cl.C(C)N=C=NCCCN(C)C (1-ethyl-3-(3-dimethylaminopropyl)carbodiimide hydrochloride). Solvent: C(Cl)Cl (methylene chloride). The product is S1C=C(C=C1)C(=O)NCCCSC1=CC=NC=C1 (4-[3-(3-thiophenecarbonylamino)propylthio]pyridine). The yield is 76.0%. Reaction SMILES: [S:1]1[CH:5]=[CH:4][C:3]([C:6]([OH:8])=O)=[CH:2]1.ON1C(=O)CCC1=O.Cl.C(N=C=NCCCN(C)C)C.[NH2:29][CH2:30][CH2:31][CH2:32][S:33][C:34]1[CH:39]=[CH:38][N:37]=[CH:36][CH:35]=1>C(Cl)Cl>[S:1]1[CH:5]=[CH:4][C:3]([C:6]([NH:29][CH2:30][CH2:31][CH2:32][S:33][C:34]2[CH:39]=[CH:38][N:37]=[CH:36][CH:35]=2)=[O:8])=[CH:2]1 |f:2.3|. Procedure details: To a solution of 1.00 g (7.80 mmol) of thiophene-3-carboxylic acid and 1.08 g (10.1 mmol) of N-hydroxysuccinimide in 70 ml of methylene chloride, 1.80 g (9.36 mmol) of 1-ethyl-3-(3-dimethylaminopropyl)carbodiimide hydrochloride was added under ice-cooling with stirring. The mixture was stirred at room temperature for 1 hour. Further, 1.31 g (7.80 mmol) of 4-(3-aminopropylthio)pyridine was added, and the mixture was stirred at room temperature for 2 hours. The reaction mixture was washed with wat... The reactants are OCCCCCCBr, N#Cc1ccc(-c2ccc(O)cc2)cc1, O=C([O-])[O-], CC#N, [K+], [K+]. Yields the product N#Cc1ccc(-c2ccc(OCCCCCCO)cc2)cc1. Reaction SMILES: [Br:16][CH2:17][CH2:18][CH2:19][CH2:20][CH2:21][CH2:22][OH:23].[C:1](#[N:2])[c:3]1[cH:4][cH:5][c:6](-[c:9]2[cH:10][cH:11][c:12]([OH:15])[cH:13][cH:14]2)[cH:7][cH:8]1.[C:24](=[O:25])([O-:26])[O-:27].[CH3:30][C:31]#[N:32].[K+:28].[K+:29]>>[C:1](#[N:2])[c:3]1[cH:4][cH:5][c:6](-[c:9]2[cH:10][cH:11][c:12]([O:15][CH2:17][CH2:18][CH2:19][CH2:20][CH2:21][CH2:22][OH:23])[cH:13][cH:14]2)[cH:7][cH:8]1.